Dataset: the Open Reaction Database (ORD), a public repository of structured organic reaction records. Task: describe an organic reaction: reactants, conditions, products, and yield Starting materials: c1ccc(CN2CCNCC2)cc1, ClCCl, [Cl-], O=C(O)C1CCc2ccccc2O1. Yields the product Cl, c1ccc(CN2CCN(CC3CCc4ccccc4O3)CC2)cc1. As a reaction SMILES: [CH2:15]([c:16]1[cH:17][cH:18][cH:19][cH:20][cH:21]1)[N:22]1[CH2:23][CH2:24][NH:25][CH2:26][CH2:27]1.[CH2:28]([Cl:29])[Cl:30].[Cl-:1].[O:2]1[CH:3]([C:12]([OH:13])=[O:14])[CH2:4][CH2:5][c:6]2[cH:7][cH:8][cH:9][cH:10][c:11]21>>[ClH:1].[O:2]1[CH:3]([CH2:12][N:25]2[CH2:24][CH2:23][N:22]([CH2:15][c:16]3[cH:17][cH:18][cH:19][cH:20][cH:21]3)[CH2:27][CH2:26]2)[CH2:4][CH2:5][c:6]2[cH:7][cH:8][cH:9][cH:10][c:11]21. Reactants: C(C)(C)(C)OC(=O)N(C(OC(C)(C)C)=O)C=1C=NC=CC1N1C[C@H]([C@@H]([C@H](C1)C)O)NC(=O)OC(C)(C)C (tert-butyl tert-butoxycarbonyl(4-((3R,4R,5S)-3-((tert-butoxycarbonyl)amino)-4-hydroxy-5-methylpiperidin-1-yl)pyridin-3-yl)carbamate), TEA, CS(=O)(=O)Cl (MsCl). Run in C(Cl)Cl (DCM). Conditions: time 90 minute. Yields the product CS(=O)(=O)O[C@H]1[C@@H](CN(C[C@@H]1C)C1=C(C=NC=C1)N(C(=O)OC(C)(C)C)C(=O)OC(C)(C)C)NC(=O)OC(C)(C)C ((3R,4R,5S)-1-(3-(bis(tert-butoxycarbonyl)amino)pyridin-4-yl)-3-((tert-butoxycarbonyl)amino)-5-methylpiperidin-4-yl methanesulfonate). Yield: 99.0%. RXN SMILES: [C:1]([O:5][C:6]([N:8]([C:16]1[CH:17]=[N:18][CH:19]=[CH:20][C:21]=1[N:22]1[CH2:27][C@H:26]([CH3:28])[C@@H:25]([OH:29])[C@H:24]([NH:30][C:31]([O:33][C:34]([CH3:37])([CH3:36])[CH3:35])=[O:32])[CH2:23]1)[C:9](=[O:15])[O:10][C:11]([CH3:14])([CH3:13])[CH3:12])=[O:7])([CH3:4])([CH3:3])[CH3:2].[CH3:38][S:39](Cl)(=[O:41])=[O:40]>C(Cl)Cl>[CH3:38][S:39]([O:29][C@@H:25]1[C@@H:26]([CH3:28])[CH2:27][N:22]([C:21]2[CH:20]=[CH:19][N:18]=[CH:17][C:16]=2[N:8]([C:9]([O:10][C:11]([CH3:14])([CH3:13])[CH3:12])=[O:15])[C:6]([O:5][C:1]([CH3:2])([CH3:3])[CH3:4])=[O:7])[CH2:23][C@H:24]1[NH:30][C:31]([O:33][C:34]([CH3:36])([CH3:35])[CH3:37])=[O:32])(=[O:41])=[O:40]. Reported procedure: To a solution of tert-butyl tert-butoxycarbonyl(4-((3R,4R,5S)-3-((tert-butoxycarbonyl)amino)-4-hydroxy-5-methylpiperidin-1-yl)pyridin-3-yl)carbamate (1.0 equiv.) in DCM (0.20 M) was added TEA (1.7 equiv.), followed by MsCl (1.3 equiv.). The capped solution was stirred at rt for 90 mins. The reaction mixture was quenched with NaHCO3(sat), and extracted with EtOAc. The organic layer was washed with NaCl(sat), dried over MgSO4, filtered, concentrated to yield (3R,4R,5S)-1-(3-(bis(tert-butoxycarbony...